This data is from the Open Reaction Database (ORD), a public repository of structured organic reaction records. The task is: describe an organic reaction: reactants, conditions, products, and yield Starting materials: C1(=CC=CC=C1)P(C1=CC=CC=C1)C1=CC=CC=C1 (triphenylphosphine), OC1CCN(CC1)C (4-hydroxy-N-methylpiperidine), C1(=CC=CC=C1)P(C1=CC=CC=C1)C1=CC=CC=C1 (triphenylphosphine), OC=1C=C(C=CC1)NC(C)=O (N-(3-Hydroxy-phenyl)-acetamide). The solvent is O1CCCC1 (tetrahydrofuran), O1CCCC1 (tetrahydrofuran). Run at time 2 hour. Yields the product CN1CCC(CC1)OC=1C=C(C=CC1)NC(C)=O (N-[3-(1-Methyl-piperidin-4-yloxy)-phenyl]-acetamide). RXN SMILES: [OH:1][C:2]1[CH:3]=[C:4]([NH:8][C:9](=[O:11])[CH3:10])[CH:5]=[CH:6][CH:7]=1.O[CH:13]1[CH2:18][CH2:17][N:16]([CH3:19])[CH2:15][CH2:14]1.C1(P(C2C=CC=CC=2)C2C=CC=CC=2)C=CC=CC=1>O1CCCC1>[CH3:19][N:16]1[CH2:17][CH2:18][CH:13]([O:1][C:2]2[CH:3]=[C:4]([NH:8][C:9](=[O:11])[CH3:10])[CH:5]=[CH:6][CH:7]=2)[CH2:14][CH2:15]1. Procedure details: A suspension of N-(3-Hydroxy-phenyl)-acetamide (30.2 g) in anhydrous tetrahydrofuran (600 mL) was treated with 4-hydroxy-N-methylpiperidine (30.54 mL) and triphenylphosphine (68.18 g); a solution of diethylazadicarboxylate in anhydrous tetrahydrofuran (THF) (40.94 mL in 60 mL of THF) was added dropwise and the mixture was stirred at room temperature for 2 hours and then heated to 50° C. overnight. Further amounts of triphenylphosphine (28.00 g) and diethylazadicarboxylate (14 mL) were added and ... Reactants: mixture, C(Cl)Cl.FC(C(=O)O)(F)F (methylene chloride trifluoroacetic acid), C(C)(=O)O[C@H]1[C@@H](O[C@@H](C1)[C@H](OCC1=CC=C(C=C1)OC)CNC(CCCCCCCCCCCCCCC)=O)N1C(NC(C=C1)=O)=O (1-[2-O-acetyl-3,6-dideoxy-5-O-[(4-methoxyphenyl)methyl]-6-[(1-oxohexadecyl)amino]-.beta.-D-ribo-hexofuranosyl]-2,4-(1H,3H)-pyrimidinedione). Run in CCOCC (ether), C(Cl)Cl (methylene chloride). Reaction conditions: time 1 hour. The product is C(C)(=O)O[C@H]1[C@@H](O[C@@H](C1)[C@H](O)CNC(CCCCCCCCCCCCCCC)=O)N1C(NC(C=C1)=O)=O (1-[2-O-acetyl-3,6-dideoxy-6-[(1-oxohexadecyl)amino]-.beta.-D-ribo-hexofuranosyl]-2,4-(1H,3H)-pyrimidinedione). The yield is 24.0%. RXN SMILES: [C:1]([O:4][C@@H:5]1[CH2:9][C@@H:8]([C@@H:10]([CH2:21][NH:22][C:23](=[O:39])[CH2:24][CH2:25][CH2:26][CH2:27][CH2:28][CH2:29][CH2:30][CH2:31][CH2:32][CH2:33][CH2:34][CH2:35][CH2:36][CH2:37][CH3:38])[O:11]CC2C=CC(OC)=CC=2)[O:7][C@H:6]1[N:40]1[CH:45]=[CH:44][C:43](=[O:46])[NH:42][C:41]1=[O:47])(=[O:3])[CH3:2].C(Cl)Cl.FC(F)(F)C(O)=O>C(Cl)Cl.CCOCC>[C:1]([O:4][C@@H:5]1[CH2:9][C@@H:8]([C@@H:10]([CH2:21][NH:22][C:23](=[O:39])[CH2:24][CH2:25][CH2:26][CH2:27][CH2:28][CH2:29][CH2:30][CH2:31][CH2:32][CH2:33][CH2:34][CH2:35][CH2:36][CH2:37][CH3:38])[OH:11])[O:7][C@H:6]1[N:40]1[CH:45]=[CH:44][C:43](=[O:46])[NH:42][C:41]1=[O:47])(=[O:3])[CH3:2] |f:1.2|. Procedure: 240 mg of the product of Stage A dissolved in 2 ml of methylene chloride is added to 7.5 ml of a mixture of methylene chloride/trifluoroacetic acid (9/1) under a nitrogen atmosphere. The solution obtained is agitated for 1 hour followed by evaporating and drying. A product is obtained which is taken up in ether then in pentane followed by evaporation again. The product obtained is chromatographed and 47 mg of sought product is obtained. Starting materials: O=C(OCc1ccccc1)c1ccc([N+](=O)[O-])cc1, NN, C1CCOC1, O, [Rh]. Yields the product O=C(OCc1ccccc1)c1ccc(NO)cc1. Reaction SMILES: [N+:4](=[O:5])([O-:6])[c:7]1[cH:8][cH:9][c:10]([C:11](=[O:12])[O:13][CH2:14][c:15]2[cH:16][cH:17][cH:18][cH:19][cH:20]2)[cH:21][cH:22]1.[NH2:2][NH2:3].[O:24]1[CH2:25][CH2:26][CH2:27][CH2:28]1.[OH2:1].[Rh:23]>>[NH:4]([OH:5])[c:7]1[cH:8][cH:9][c:10]([C:11](=[O:12])[O:13][CH2:14][c:15]2[cH:16][cH:17][cH:18][cH:19][cH:20]2)[cH:21][cH:22]1. Starting materials: Cl.CN(CCCl)C (2-dimethylaminoethylchloride-hydrochloride), C1(=CC=CC=C1)C (toluene), ClC=1C=CC2=C(C3=C(SC=C3C3=C(O2)C=CC=C3)CO)C1 ((11-Chloro-8-oxa-2-thia-dibenzo[e,h]azulene-1-yl)-methanol). The reagents and catalysts are [Cl-].C(C1=CC=CC=C1)[N+](CC)(CC)CC (benzyltriethylammonium chloride). Run in [OH-].[Na+] (sodium hydroxide), O (water). Yields the product ClC=1C=CC2=C(C3=C(SC=C3C3=C(O2)C=CC=C3)COCCN(C)C)C1 ([2-(11-Chloro-8-oxa-2-thia-dibenzo[e,h]azulene-1-ylmethoxy)-ethyl]-dimethyl-amine). RXN SMILES: Cl.[CH3:2][N:3]([CH3:7])[CH2:4][CH2:5]Cl.C1(C)C=CC=CC=1.[Cl:15][C:16]1[CH:17]=[CH:18][C:19]2[O:28][C:27]3[CH:29]=[CH:30][CH:31]=[CH:32][C:26]=3[C:25]3[C:21](=[C:22]([CH2:33][OH:34])[S:23][CH:24]=3)[C:20]=2[CH:35]=1>[OH-].[Na+].[Cl-].C([N+](CC)(CC)CC)C1C=CC=CC=1.O>[Cl:15][C:16]1[CH:17]=[CH:18][C:19]2[O:28][C:27]3[CH:29]=[CH:30][CH:31]=[CH:32][C:26]=3[C:25]3[C:21](=[C:22]([CH2:33][O:34][CH2:5][CH2:4][N:3]([CH3:7])[CH3:2])[S:23][CH:24]=3)[C:20]=2[CH:35]=1 |f:0.1,4.5,6.7|. Procedure details: To a solution of 2-dimethylaminoethylchloride-hydrochloride (1.8 mmoles) in 50% sodium hydroxide (3 ml), benzyltriethylammonium chloride (0.3 mmole) and toluene solution of the alcohol 14 (0.18 mmole) were added. The reaction mixture was heated under vigorous stirring and refluxing for 5 hours. Then it was cooled to room temperature, diluted with water and extracted by dichloromethane. After purifiaction by column chromatograpy an oily product was isolated. Reactants: CN(C)C=O, O=S(Cl)Cl, Nc1cccc(-c2ccccc2)n1, c1ccncc1, O=C(O)Cn1cnc2ccccc21. Product: O=C(Cn1cnc2ccccc21)Nc1cccc(-c2ccccc2)n1. As a reaction SMILES: [CH3:37][N:38]([CH3:39])[CH:40]=[O:41].[S:14]([Cl:15])([Cl:16])=[O:17].[c:18]1(-[c:24]2[cH:25][cH:26][cH:27][c:28]([NH2:30])[n:29]2)[cH:19][cH:20][cH:21][cH:22][cH:23]1.[cH:31]1[cH:32][cH:33][n:34][cH:35][cH:36]1.[n:1]1([CH2:10][C:11](=[O:12])[OH:13])[cH:2][n:3][c:4]2[c:5]1[cH:6][cH:7][cH:8][cH:9]2>>[n:1]1([CH2:10][C:11](=[O:13])[NH:30][c:28]2[cH:27][cH:26][cH:25][c:24](-[c:18]3[cH:19][cH:20][cH:21][cH:22][cH:23]3)[n:29]2)[cH:2][n:3][c:4]2[c:5]1[cH:6][cH:7][cH:8][cH:9]2. Reactants: FC1=C(C(=CC=C1)F)N1C(C=CC2=C1N=C(N=C2C=2C=C(C=CC2C)NC(=O)C=2SC=CC2)S(=O)(=O)C)=O (N-{3-[8-(2,6-difluorophenyl)-2-(methylsulfonyl)-7-oxo-7,8-dihydropyrido[2,3-d]pyrimidin-4-yl]-4-methylphenyl}-2-thiophenecarboxamide), Cl.Cl.N1C(=NC=C1)CN ((1H-imidazol-2-ylmethyl)amine dihydrochloride). Product: FC1=C(C(=CC=C1)F)N1C(C=CC2=C1N=C(N=C2C=2C=C(C=CC2C)NC(=O)C=2SC=CC2)NCC=2NC=CN2)=O (N-(3-{8-(2,6-difluorophenyl)-2-[(1H-imidazol-2-ylmethyl)amino]-7-oxo-7,8-dihydropyrido[2,3-d]pyrimidin-4-yl}-4-methylphenyl)-2-thiophenecarboxamide). Reaction SMILES: [F:1][C:2]1[CH:7]=[CH:6][CH:5]=[C:4]([F:8])[C:3]=1[N:9]1[C:14]2[N:15]=[C:16](S(C)(=O)=O)[N:17]=[C:18]([C:19]3[CH:20]=[C:21]([NH:26][C:27]([C:29]4[S:30][CH:31]=[CH:32][CH:33]=4)=[O:28])[CH:22]=[CH:23][C:24]=3[CH3:25])[C:13]=2[CH:12]=[CH:11][C:10]1=[O:38].Cl.Cl.[NH:41]1[CH:45]=[CH:44][N:43]=[C:42]1[CH2:46][NH2:47]>>[F:8][C:4]1[CH:5]=[CH:6][CH:7]=[C:2]([F:1])[C:3]=1[N:9]1[C:14]2[N:15]=[C:16]([NH:47][CH2:46][C:42]3[NH:41][CH:45]=[CH:44][N:43]=3)[N:17]=[C:18]([C:19]3[CH:20]=[C:21]([NH:26][C:27]([C:29]4[S:30][CH:31]=[CH:32][CH:33]=4)=[O:28])[CH:22]=[CH:23][C:24]=3[CH3:25])[C:13]=2[CH:12]=[CH:11][C:10]1=[O:38] |f:1.2.3|. Procedure: The title compound was prepared as described in Example 1 d from N-{3-[8-(2,6-difluorophenyl)-2-(methylsulfonyl)-7-oxo-7,8-dihydropyrido[2,3-d]pyrimidin-4-yl]-4-methylphenyl}-2-thiophenecarboxamide and (1H-imidazol-2-ylmethyl)amine dihydrochloride: LC-MS m/z 570 (M+H)+, 1.70 min (ret time). The reactants are N1N=NC(=C1)CCCCC(=O)O (5-(1H-1,2,3-Triazol-4-yl)pentanoic acid), S(=O)(Cl)Cl (thionyl chloride). Run in C(Cl)Cl (DCM). Reaction conditions: time 2 hour. Product: N1N=NC(=C1)CCCCC(=O)Cl (5-(1H-1,2,3-triazol-4-yl)pentanoyl chloride). As a reaction SMILES: [NH:1]1[CH:5]=[C:4]([CH2:6][CH2:7][CH2:8][CH2:9][C:10]([OH:12])=O)[N:3]=[N:2]1.S(Cl)([Cl:15])=O>C(Cl)Cl>[NH:1]1[CH:5]=[C:4]([CH2:6][CH2:7][CH2:8][CH2:9][C:10]([Cl:15])=[O:12])[N:3]=[N:2]1. Procedure: To a suspension of 5-(1H-1,2,3-triazol-4-yl)pentanoic acid (Example 20, step 3) (100 mg, 0.591 mmol) in DCM (5 mL) at RT under nitrogen was added thionyl chloride (0.518 mL, 7.09 mmol). The reaction mixture was stirred at rt for 2 hours and concentrated under reduced pressure to afford the title product. The reactants are Cl.C(C1=CC=CC=C1)(=O)N1CCC(CC1)C(C1=C(C=CC=C1)N)=O (1-benzoyl-4-(2-aminobenzoyl)piperidine hydrochloride), N#CN (cyanamide), C(O)([O-])=O.[Na+] (sodium hydrogencarbonate). Run in O (water). Yields the product NC1=NC2=CC=CC=C2C(=N1)C1CCN(CC1)C(C1=CC=CC=C1)=O (2-amino-4-(1-benzoyl-4-piperidinyl)quinazoline). The yield is 97.6%. As a reaction SMILES: Cl.[C:2]([N:10]1[CH2:15][CH2:14][CH:13]([C:16](=O)[C:17]2[CH:22]=[CH:21][CH:20]=[CH:19][C:18]=2[NH2:23])[CH2:12][CH2:11]1)(=[O:9])[C:3]1[CH:8]=[CH:7][CH:6]=[CH:5][CH:4]=1.[N:25]#[C:26][NH2:27].C(=O)([O-])O.[Na+]>O>[NH2:27][C:26]1[N:25]=[C:16]([CH:13]2[CH2:14][CH2:15][N:10]([C:2](=[O:9])[C:3]3[CH:8]=[CH:7][CH:6]=[CH:5][CH:4]=3)[CH2:11][CH2:12]2)[C:17]2[C:18](=[CH:19][CH:20]=[CH:21][CH:22]=2)[N:23]=1 |f:0.1,3.4|. Reported procedure: The titled compound was prepared by warming a mixture of 1-benzoyl-4-(2-aminobenzoyl)piperidine hydrochloride (17 g, 0.049 mol) and cyanamide (4.12 g, 0.098 mol). At about 50° C., vigorous exothermic reaction occurred. After the reaction was finished, the reaction mixture was cooled, water was added to the reaction mixture, and then added sodium hydrogencarbonate to make the mixture basic. The mixture was then extracted with dichloromethane. The organic layer was washed with aqueous solution of ... Reactants: OCCN (2-Hydroxyethylamine), O=S(Cl)Cl (SOCl2), ClC1=CC=C(C=C1)C[C@@H](CO)N ((1S)-1-(4-Chlorophenylmethyl)-2-hydroxyethylamine), C(C)(C)C1OC[C@@H](N1)CC1=CC=C(C=C1)Cl ((4S)-2-isopropyl-4-(4-chlorophenylmethyl)-1,3-oxazolidine), O1CNCC1 (oxazolidine), (L)-4-chlorophenylalanine methyl ester, OCCN (2-hydroxyethylamine), ClC1=CC=C(C=C1)C[C@@H](CO)NCC(C)C (N-((1S)-1-(4-chlorophenylmethyl)-2-hydroxyethyl)-N-isobutylamine). The product is [Cl-].ClC1=CC=C(C=C1)C[C@@H](CCl)[NH2+]CC(C)C (N-((1S)-1-(4-chlorophenylmethyl)-2-chloroethyl)-N-isobutylammonium chloride). Reaction SMILES: [Cl:1]C1C=CC(C[C@H](N)CO)=CC=1.OCCN.[CH:17]([CH:20]1[NH:24][C@@H:23]([CH2:25][C:26]2[CH:31]=[CH:30][C:29]([Cl:32])=[CH:28][CH:27]=2)[CH2:22]O1)([CH3:19])[CH3:18].O1CCNC1.[Cl:38]C1C=CC(C[C@H](NCC(C)C)CO)=CC=1.O=S(Cl)Cl>>[Cl-:1].[Cl:32][C:29]1[CH:30]=[CH:31][C:26]([CH2:25][C@H:23]([NH2+:24][CH2:20][CH:17]([CH3:19])[CH3:18])[CH2:22][Cl:38])=[CH:27][CH:28]=1 |f:6.7|. Procedure details: (1S)-1-(4-Chlorophenylmethyl)-2-hydroxyethylamine was made from (L)-4-chlorophenylalanine methyl ester as described in Method B1b. The 2-hydroxyethylamine was converted to (4S)-2-isopropyl-4-(4-chlorophenylmethyl)-1,3-oxazolidine according to Method B4c, Step 1. The oxazolidine was reduced to N-((1S)-1-(4-chlorophenylmethyl)-2-hydroxyethyl)-N-isobutylamine according to Method B4c, Step 2. The resulting 2-Hydroxyethylamine was treated with SOCl2 according to Method B7c to give N-((1S)-1-(4-chloro... Procedure: Antagonism for LTD4 was determined in isolated male guinea-pig (300-400 g) trachea prepared as spiral strip. Tracheal preparations were suspended under 1 g tension in 10 ml organ baths containing 5 μM of indomethacin and they were incubated for 1 hour prior to used. Contractile responses to LTD4 (2×108 g/ml) were obtained after the maximal response to histamine (104M). Test compounds dissolved in 100% dimethyl sulfoxide were added to the organ baths (final concentration of 106 g/ml) 30 min prior... Run at time 1 hour. The product is CCCCC/C=C\C/C=C\C=C\C=C\[C@H]([C@H](CCCC(=O)O)O)SCC(C(=O)NCC(=O)O)N (LTD4), NCCC1=CNC=N1 (histamine). Reactants: CCCCC/C=C\C/C=C\C=C\C=C\[C@H]([C@H](CCCC(=O)O)O)SCC(C(=O)NCC(=O)O)N (LTD4), CC1=C(C=2C=C(C=CC2N1C(=O)C=3C=CC(=CC3)Cl)OC)CC(=O)O (indomethacin). As a reaction SMILES: [CH3:1][CH2:2][CH2:3][CH2:4][CH2:5]/[CH:6]=[CH:7]\[CH2:8]/[CH:9]=[CH:10]\[CH:11]=[CH:12]\[CH:13]=[CH:14]\[C@@H:15]([S:24][CH2:25][CH:26]([NH2:34])[C:27]([NH:29][CH2:30][C:31]([OH:33])=[O:32])=[O:28])[C@@H:16]([OH:23])[CH2:17][CH2:18][CH2:19][C:20]([OH:22])=[O:21].CC1[N:44](C(C2C=CC(Cl)=CC=2)=O)[C:43]2C=CC(OC)=CC=2C=1CC(O)=O>>[CH3:1][CH2:2][CH2:3][CH2:4][CH2:5]/[CH:6]=[CH:7]\[CH2:8]/[CH:9]=[CH:10]\[CH:11]=[CH:12]\[CH:13]=[CH:14]\[C@@H:15]([S:24][CH2:25][CH:26]([NH2:34])[C:27]([NH:29][CH2:30][C:31]([OH:33])=[O:32])=[O:28])[C@@H:16]([OH:23])[CH2:17][CH2:18][CH2:19][C:20]([OH:22])=[O:21].[NH2:44][CH2:43][CH2:25][C:26]1[N:34]=[CH:30][NH:29][CH:27]=1.